Dataset: the Open Reaction Database (ORD), a public repository of structured organic reaction records. Task: describe an organic reaction: reactants, conditions, products, and yield Starting materials: N(=NC(=O)OC(C)C)C(=O)OC(C)C (diisopropyl azodicarboxylate), CC1=C(C(=CC(=C1)[N+](=O)[O-])C)O (2,6-dimethyl-4-nitrophenol), CN(CCO)C (2-dimethylaminoethanol). The solvent is C(C)(=O)OCC (ethyl acetate). Conditions: time 16 hour. Product: CC1=C(OCCN(C)C)C(=CC(=C1)[N+](=O)[O-])C (2-(2,6-dimethyl-4-nitrophenoxy)-N,N-dimethylethylamine). Reaction SMILES: N(C(OC(C)C)=O)=NC(OC(C)C)=O.[CH3:15][C:16]1[CH:21]=[C:20]([N+:22]([O-:24])=[O:23])[CH:19]=[C:18]([CH3:25])[C:17]=1[OH:26].[CH3:27][N:28]([CH3:32])[CH2:29][CH2:30]O>C(OCC)(=O)C>[CH3:15][C:16]1[CH:21]=[C:20]([N+:22]([O-:24])=[O:23])[CH:19]=[C:18]([CH3:25])[C:17]=1[O:26][CH2:30][CH2:29][N:28]([CH3:32])[CH3:27]. Procedure: 3.4 mL of diisopropyl azodicarboxylate was added to 1.9 g of 2,6-dimethyl-4-nitrophenol and 1.71 mL of 2-dimethylaminoethanol, and stirred at room temperature for 16 hours. The reaction liquid was diluted with ethyl acetate, and the organic layer was extracted with 2 N hydrochloric acid. The aqueous layer was made basic with aqueous 2 N sodium hydroxide solution, and then extracted with ethyl acetate. The organic layer was dried with anhydrous sodium sulfate, and the solvent was evaporated away ... Starting materials: CNC(=O)c1cc(C(=O)OC)cc(-c2ccc(C)cn2)c1, COc1ccc(P2(=S)SP(=S)(c3ccc(OC)cc3)S2)cc1, ClCCl, CC(Cl)Cl. Product: CNC(=S)c1cc(C(=O)OC)cc(-c2ccc(C)cn2)c1. As a reaction SMILES: [CH3:1][NH:2][C:3](=[O:4])[c:5]1[cH:6][c:7]([C:8](=[O:9])[O:10][CH3:11])[cH:12][c:13](-[c:15]2[n:16][cH:17][c:18]([CH3:21])[cH:19][cH:20]2)[cH:14]1.[CH3:22][O:23][c:24]1[cH:25][cH:26][c:27]([P:28]2(=[S:29])[S:30][P:32](=[S:33])([c:34]3[cH:35][cH:36][c:37]([O:38][CH3:39])[cH:40][cH:41]3)[S:31]2)[cH:42][cH:43]1.[Cl:44][CH2:45][Cl:46].[Cl:47][CH:48]([Cl:49])[CH3:50]>>[CH3:1][NH:2][C:3]([c:5]1[cH:6][c:7]([C:8](=[O:9])[O:10][CH3:11])[cH:12][c:13](-[c:15]2[n:16][cH:17][c:18]([CH3:21])[cH:19][cH:20]2)[cH:14]1)=[S:31]. RXN SMILES: [C:65]([OH:66])(=[O:67])[CH3:68].[CH2:1]([CH3:2])[n:3]1[n:4][cH:5][c:6]2[c:7]1[n:8][c:9]([CH2:49][CH3:50])[c:10]([CH2:19][NH:20][C:21](=[O:22])[c:23]1[cH:24][c:25]([C:29](=[O:30])[NH:31][CH2:32][c:33]3[cH:34][c:35](-[c:41]4[cH:42][c:43]([CH:47]=[O:48])[cH:44][cH:45][cH:46]4)[cH:36][c:37]([O:39][CH3:40])[cH:38]3)[cH:26][cH:27][cH:28]1)[c:11]2[NH:12][CH:13]1[CH2:14][CH2:15][O:16][CH2:17][CH2:18]1.[Cl:69][CH2:70][Cl:71].[N:51]1([C:58](=[O:59])[O:60][C:61]([CH3:62])([CH3:63])[CH3:64])[CH2:52][CH2:53][NH:54][CH2:55][CH2:56][CH2:57]1>>[CH2:1]([CH3:2])[n:3]1[n:4][cH:5][c:6]2[c:7]1[n:8][c:9]([CH2:49][CH3:50])[c:10]([CH2:19][NH:20][C:21](=[O:22])[c:23]1[cH:24][c:25]([C:29](=[O:30])[NH:31][CH2:32][c:33]3[cH:34][c:35](-[c:41]4[cH:42][c:43]([CH2:47][N:54]5[CH2:53][CH2:52][N:51]([C:58](=[O:59])[O:60][C:61]([CH3:62])([CH3:63])[CH3:64])[CH2:57][CH2:56][CH2:55]5)[cH:44][cH:45][cH:46]4)[cH:36][c:37]([O:39][CH3:40])[cH:38]3)[cH:26][cH:27][cH:28]1)[c:11]2[NH:12][CH:13]1[CH2:14][CH2:15][O:16][CH2:17][CH2:18]1. Starting materials: CC(=O)O, CCc1nc2c(cnn2CC)c(NC2CCOCC2)c1CNC(=O)c1cccc(C(=O)NCc2cc(OC)cc(-c3cccc(C=O)c3)c2)c1, ClCCl, CC(C)(C)OC(=O)N1CCCNCC1. The product is CCc1nc2c(cnn2CC)c(NC2CCOCC2)c1CNC(=O)c1cccc(C(=O)NCc2cc(OC)cc(-c3cccc(CN4CCCN(C(=O)OC(C)(C)C)CC4)c3)c2)c1. The reactants are CC(C)NNC(=O)c1ccccc1, CCN(C(C)C)C(C)C, CCCOc1ccc(F)cc1CCC(=O)O, CN(C)C=O. Product: CCCOc1ccc(F)cc1CCC(=O)N(NC(=O)c1ccccc1)C(C)C. As a reaction SMILES: [CH:17]([CH3:18])([CH3:19])[NH:20][NH:21][C:22]([c:23]1[cH:24][cH:25][cH:26][cH:27][cH:28]1)=[O:29].[CH:30]([N:31]([CH:32]([CH3:33])[CH3:34])[CH2:35][CH3:36])([CH3:37])[CH3:38].[F:1][c:2]1[cH:3][cH:4][c:5]([O:13][CH2:14][CH2:15][CH3:16])[c:6]([CH2:8][CH2:9][C:10](=[O:11])[OH:12])[cH:7]1.[O:39]=[CH:40][N:41]([CH3:42])[CH3:43]>>[F:1][c:2]1[cH:3][cH:4][c:5]([O:13][CH2:14][CH2:15][CH3:16])[c:6]([CH2:8][CH2:9][C:10](=[O:12])[N:20]([CH:17]([CH3:18])[CH3:19])[NH:21][C:22]([c:23]2[cH:24][cH:25][cH:26][cH:27][cH:28]2)=[O:29])[cH:7]1. The reactants are CCN(CC)S(F)(F)F, CC1(C)CC(c2ccccc2N2CCN(CC3CC3CO)CC2)CC(C)(C)C1, CCOC(C)=O, ClCCl, [Na+], O, O=C([O-])O. Product: CC1(C)CC(c2ccccc2N2CCN(CC3CC3CF)CC2)CC(C)(C)C1. RXN SMILES: [CH2:29]([N:30]([S:31]([F:32])([F:33])[F:35])[CH2:34][CH3:36])[CH3:37].[CH3:1][C:2]1([CH3:28])[CH2:3][CH:4]([c:10]2[c:11]([N:16]3[CH2:17][CH2:18][N:19]([CH2:22][CH:23]4[CH:24]([CH2:26][OH:27])[CH2:25]4)[CH2:20][CH2:21]3)[cH:12][cH:13][cH:14][cH:15]2)[CH2:5][C:6]([CH3:8])([CH3:9])[CH2:7]1.[CH3:43][CH2:44][O:45][C:46](=[O:47])[CH3:48].[Cl:49][CH2:50][Cl:51].[Na+:38].[OH2:52].[OH:39][C:40](=[O:41])[O-:42]>>[CH3:1][C:2]1([CH3:28])[CH2:3][CH:4]([c:10]2[c:11]([N:16]3[CH2:17][CH2:18][N:19]([CH2:22][CH:23]4[CH:24]([CH2:26][F:35])[CH2:25]4)[CH2:20][CH2:21]3)[cH:12][cH:13][cH:14][cH:15]2)[CH2:5][C:6]([CH3:8])([CH3:9])[CH2:7]1. Reactants: C(C)(=O)OC(CCCCCCCCCCCC)C1=CC(OC1O)=O (4-(1-acetoxytridecyl)-5-hydroxy-2(5H)-furanone). Reagents/catalysts: [Rh] (rhodium on alumina). The solvent is CO (methanol). Yields the product C(C)(=O)OC(CCCCCCCCCCCC)C1CC(OC1O)=O (4-(1-acetoxytridecyl)-5-hydroxy-2-tetrahydrofuranone). As a reaction SMILES: [C:1]([O:4][CH:5]([C:18]1[CH:22]([OH:23])[O:21][C:20](=[O:24])[CH:19]=1)[CH2:6][CH2:7][CH2:8][CH2:9][CH2:10][CH2:11][CH2:12][CH2:13][CH2:14][CH2:15][CH2:16][CH3:17])(=[O:3])[CH3:2]>CO.[Rh]>[C:1]([O:4][CH:5]([CH:18]1[CH:22]([OH:23])[O:21][C:20](=[O:24])[CH2:19]1)[CH2:6][CH2:7][CH2:8][CH2:9][CH2:10][CH2:11][CH2:12][CH2:13][CH2:14][CH2:15][CH2:16][CH3:17])(=[O:3])[CH3:2]. Reported procedure: A solution of 4-(1-acetoxytridecyl)-5-hydroxy-2(5H)-furanone (0.11 g, 0.32 mmol) and 5% rhodium on alumina (24 mg) in 6 ml of methanol was stirred rapidly under a hydrogen atmosphere for two hours. The mixture was concentrated, taken up in ethyl acetate, filtered through celite, and concentrated to give the tetrahydrofuranone as a colorless glass. Reactants: C1(=CC=CC=C1)P(C1=CC=CC=C1)C1=CC=CC=C1 (Triphenylphosphine), C(C)OC(C[C@H](NS(=O)(=O)C1=CC=C(C=C1)[N+](=O)[O-])C=1C=NC(=CC1)OC)=O (3(S)-(6-Methoxy-pyridin-3-yl)-3-(4-nitro-benzenesulfonylamino)-propionic acid ethyl ester), N(=NC(=O)OCC)C(=O)OCC (diethyl azodicarboxylate). Solvent: C1CCOC1 (THF), C1CCOC1.CO (THF MeOH). Conditions: time 8 hour. Yields the product C(C)OC(C[C@H](N(S(=O)(=O)C1=CC=C(C=C1)[N+](=O)[O-])C)C=1C=NC(=CC1)OC)=O (3(S)-(6-Methoxy-pyridin-3-yl)-3-[methyl-(4-nitro-benzenesulfonyl)-amino]-propionicacid ethyl ester). RXN SMILES: [C:1]1(P(C2C=CC=CC=2)C2C=CC=CC=2)C=CC=CC=1.[CH2:20]([O:22][C:23](=[O:47])[CH2:24][C@@H:25]([C:39]1[CH:40]=[N:41][C:42]([O:45][CH3:46])=[CH:43][CH:44]=1)[NH:26][S:27]([C:30]1[CH:35]=[CH:34][C:33]([N+:36]([O-:38])=[O:37])=[CH:32][CH:31]=1)(=[O:29])=[O:28])[CH3:21].N(C(OCC)=O)=NC(OCC)=O>C1COCC1.C1COCC1.CO>[CH2:20]([O:22][C:23](=[O:47])[CH2:24][C@@H:25]([C:39]1[CH:40]=[N:41][C:42]([O:45][CH3:46])=[CH:43][CH:44]=1)[N:26]([CH3:1])[S:27]([C:30]1[CH:31]=[CH:32][C:33]([N+:36]([O-:38])=[O:37])=[CH:34][CH:35]=1)(=[O:28])=[O:29])[CH3:21] |f:4.5|. Reported procedure: Triphenylphosphine (3.9 g, 15 mmol) was added to a solution of sulfonamide 16-6 (4.5 g, 10 mmol) in THF (30 mL). To this solution was added a solution of diethyl azodicarboxylate (2.4 mL, 15 mmol) in THF/MeOH (10 mL/2.02 mL). A vigorous exotherm occurred and the reaction was stirred overnight at room temperature. The dark mixture was concentrated. The dark oily residue was purified by flash chromatography (40% EtOAc/hexanes) to give the desired product 16-7. Starting materials: C(C)(C)N (isopropylamine), ClC(=O)OC1=CC=CC=C1 (phenyl chloroformate), [OH-].[Na+] (sodium hydroxide). Solvent: C(Cl)Cl (methylene chloride). Reaction conditions: time 2 hour. The product is C(C)(C)NC(OC1=CC=CC=C1)=O (Phenyl N-isopropylcarbamate). As a reaction SMILES: [CH:1]([NH2:4])([CH3:3])[CH3:2].Cl[C:6]([O:8][C:9]1[CH:14]=[CH:13][CH:12]=[CH:11][CH:10]=1)=[O:7].[OH-].[Na+]>C(Cl)Cl>[CH:1]([NH:4][C:6](=[O:7])[O:8][C:9]1[CH:14]=[CH:13][CH:12]=[CH:11][CH:10]=1)([CH3:3])[CH3:2] |f:2.3|. Procedure details: Using the same procedure as in Example 4, isopropylamine (2.36g, 0.04 mole) was reacted with phenyl chloroformate (6.0g, 0.038 mole) in methylene chloride (35 ml) and with aqueous sodium hydroxide. The reaction mixture was stirred for two hours, then allowed to separate. The organic layer was dried over anhydrous magnesium sulfate, then gravity filtered. The filtrate was stripped of solvent on the Rotovap, leaving pure white crystals weighing 6.66g, MP 81°-82° C. The reactants are O=[N+]([O-])c1ccc(Br)cn1, Cc1ccc(NC(=O)c2cccc(C(C)(C)C#N)c2)cc1O, O=C([O-])[O-], CN(C)C=O, [Cs+], [Cs+], O. Yields the product Cc1ccc(NC(=O)c2cccc(C(C)(C)C#N)c2)cc1Oc1ccc([N+](=O)[O-])nc1. As a reaction SMILES: [Br:23][c:24]1[cH:25][cH:26][c:27]([N+:30](=[O:31])[O-:32])[n:28][cH:29]1.[C:1](#[N:2])[C:3]([CH3:4])([CH3:5])[c:6]1[cH:7][c:8]([C:9](=[O:10])[NH:11][c:12]2[cH:13][c:14]([OH:19])[c:15]([CH3:18])[cH:16][cH:17]2)[cH:20][cH:21][cH:22]1.[C:33](=[O:34])([O-:35])[O-:36].[CH3:40][N:41]([CH3:42])[CH:43]=[O:44].[Cs+:37].[Cs+:38].[OH2:39]>>[C:1](#[N:2])[C:3]([CH3:4])([CH3:5])[c:6]1[cH:7][c:8]([C:9](=[O:10])[NH:11][c:12]2[cH:13][c:14]([O:19][c:24]3[cH:25][cH:26][c:27]([N+:30](=[O:31])[O-:32])[n:28][cH:29]3)[c:15]([CH3:18])[cH:16][cH:17]2)[cH:20][cH:21][cH:22]1.